From a dataset of the Open Reaction Database (ORD), a public repository of structured organic reaction records. describe an organic reaction: reactants, conditions, products, and yield Starting materials: Cl (hydrochloric acid), C(C=C)OC(=O)N1C[C@@H](C[C@H]1C(C=1N2C(SC1)=CN=C2)O)O[Si](C)(C)C(C)(C)C ((3R,5S)-1-allyloxycarbonyl-3-t-butyldimethylsilyloxy-5-[1-hydroxy-1-(imidazo[5,1-b]thiazol-3-yl)methyl]pyrrolidine), C(O)([O-])=O.[Na+] (sodium hydrogencarbonate). The solvent is C(C)#N (acetonitrile), C(C)(=O)OCC (ethyl acetate). Run at time 20 minute. Yields the product C(C=C)OC(=O)N1C[C@@H](C[C@H]1C(C=1N2C(SC1)=CN=C2)O)O ((3R,5S)-1-allyloxycarbonyl-3-hydroxy-5-[1-hydroxy-1-(imidazo[5,1-b]thiazol-3-yl)methyl]pyrrolidine). Yield: 113.9%. As a reaction SMILES: Cl.[CH2:2]([O:5][C:6]([N:8]1[C@H:12]([CH:13]([OH:22])[C:14]2[N:15]3[CH:21]=[N:20][CH:19]=[C:16]3[S:17][CH:18]=2)[CH2:11][C@@H:10]([O:23][Si](C(C)(C)C)(C)C)[CH2:9]1)=[O:7])[CH:3]=[CH2:4].C(=O)([O-])O.[Na+]>C(#N)C.C(OCC)(=O)C>[CH2:2]([O:5][C:6]([N:8]1[C@H:12]([CH:13]([OH:22])[C:14]2[N:15]3[CH:21]=[N:20][CH:19]=[C:16]3[S:17][CH:18]=2)[CH2:11][C@@H:10]([OH:23])[CH2:9]1)=[O:7])[CH:3]=[CH2:4] |f:2.3|. Procedure: Concentrated hydrochloric acid (0.34 ml) is added dropwise to a solution of 372 mg of (3R,5S)-1-allyloxycarbonyl-3-t-butyldimethylsilyloxy-5-[1-hydroxy-1-(imidazo[5,1-b]thiazol-3-yl)methyl]pyrrolidine (stereoisomer B), described in Synthesis Example 4-a), in 8.5 ml of dry acetonitrile under ice cooling (internal temperature 3° C.). The mixture is stirred in this state for 20 min and diluted with 50 ml of ethyl acetate, and the diluted solution is adjusted to pH 9.2 by addition of a 5% aqueous so... The reactants are [H-].[Na+] (sodium hydride), N1C(=NC2=C1C=CC=C2)C(=O)N2CC(C2)C2=NC=CN=C2Cl ((1H-benzoimidazol-2-yl)-[3-(3-chloro-pyrazin-2-yl)-azetidin-1-yl]-methanone), FC(CI)(F)F (1,1,1-Trifluoro-2-iodo-ethane). The solvent is CN(C)C=O (DMF). Run at time 0.5 hour. Yields the product ClC=1C(=NC=CN1)C1CN(C1)C(=O)C1=NC2=C(N1CC(F)(F)F)C=CC=C2 ([3-(3-chloro-pyrazin-2-yl)-azetidin-1-yl]-[1-(2,2,2-trifluoro-ethyl)-1H-benzoimidazol-2-yl]-methanone). Yield: 90.0%. As a reaction SMILES: [NH:1]1[C:5]2[CH:6]=[CH:7][CH:8]=[CH:9][C:4]=2[N:3]=[C:2]1[C:10]([N:12]1[CH2:15][CH:14]([C:16]2[C:21]([Cl:22])=[N:20][CH:19]=[CH:18][N:17]=2)[CH2:13]1)=[O:11].[H-].[Na+].[F:25][C:26]([F:30])([F:29])[CH2:27]I>CN(C=O)C>[Cl:22][C:21]1[C:16]([CH:14]2[CH2:13][N:12]([C:10]([C:2]3[N:3]([CH2:27][C:26]([F:30])([F:29])[F:25])[C:4]4[CH:9]=[CH:8][CH:7]=[CH:6][C:5]=4[N:1]=3)=[O:11])[CH2:15]2)=[N:17][CH:18]=[CH:19][N:20]=1 |f:1.2|. Procedure details: To a solution of (1H-benzoimidazol-2-yl)-[3-(3-chloro-pyrazin-2-yl)-azetidin-1-yl]-methanone (84), as prepared in Preparation 36 below, (314 mg, 1.0 mmol) in dry DMF (10 mL) was added sodium hydride (applied as 60% dispersion in oil, 62 mg, 1.5 mmol)) at 0° C. under N2 atmosphere. After 0.5 h, 1,1,1-Trifluoro-2-iodo-ethane (418 mg, 2.0 mmol) was added slowly. The reaction mixture was stirred at RT for 4 h. The reaction was quenched with water (10 mL) at 0° C. and extracted with EtOAc (3×20 mL). ... The reactants are CCO, COC(=O)c1ccc(Cl)c([N+](=O)[O-])c1, NN, O. The product is COC(=O)c1ccc(NN)c([N+](=O)[O-])c1. Reaction SMILES: [CH3:18][CH2:19][OH:20].[Cl:4][c:5]1[c:6]([N+:15](=[O:16])[O-:17])[cH:7][c:8]([C:9](=[O:10])[O:11][CH3:12])[cH:13][cH:14]1.[NH2:2][NH2:3].[OH2:1]>>[NH:2]([NH2:3])[c:5]1[c:6]([N+:15](=[O:16])[O-:17])[cH:7][c:8]([C:9](=[O:10])[O:11][CH3:12])[cH:13][cH:14]1. Reactants: BrC=1C=CC(=C(C(=O)C2=C(C(=C(C=C2C)OC)OC)OC)C1C)OC(C(C)(C)C)=O (5-Bromo-6,6'-dimethyl-2-pivaloyloxy-2',3',4'-trimethoxybenzophenone), C([O-])([O-])=O.[Na+].[Na+] (sodium carbonate), CO (methanol). The solvent is O (water), O (water). Conditions: time 1 hour. Product: BrC=1C=CC(=C(C(=O)C2=C(C(=C(C=C2C)OC)OC)OC)C1C)O (5-Bromo-6,6'-dimethyl-2-hydroxy-2', 3', 4'-trimethoxy-benzophenone). As a reaction SMILES: [Br:1][C:2]1[CH:3]=[CH:4][C:5]([O:24]C(=O)C(C)(C)C)=[C:6]([C:22]=1[CH3:23])[C:7]([C:9]1[C:14]([CH3:15])=[CH:13][C:12]([O:16][CH3:17])=[C:11]([O:18][CH3:19])[C:10]=1[O:20][CH3:21])=[O:8].C(=O)([O-])[O-].[Na+].[Na+].CO>O>[Br:1][C:2]1[CH:3]=[CH:4][C:5]([OH:24])=[C:6]([C:22]=1[CH3:23])[C:7]([C:9]1[C:14]([CH3:15])=[CH:13][C:12]([O:16][CH3:17])=[C:11]([O:18][CH3:19])[C:10]=1[O:20][CH3:21])=[O:8] |f:1.2.3|. Procedure details: A mixture of 50B (5.1 g, 10.6 mmol), sodium carbonate (3.65 g), methanol (100 ml) and water (30 ml) is heated to reflux with stirring for 1 hour. The reaction mixture is diluted with water and extracted with ethyl acetate. The organic phase is separated and concentrated. The residue is recrystallized from petrol ethers/ethyl acetate (95:5 v/v) The pure product is obtained as yellowish crystals, 3.70 g (88.3%), mp. 119-120° C. As a reaction SMILES: FC(F)(F)C(O)=O.[NH2:8][C@@H:9]([CH2:13][C:14]1[CH:19]=[CH:18][C:17]([CH:20]2[S:24](=[O:26])(=[O:25])[N:23]([C:27]([CH3:30])([CH3:29])[CH3:28])[C:22](=[O:31])[CH2:21]2)=[CH:16][CH:15]=1)[C:10]([NH2:12])=[O:11].C(N(CC)C(C)C)(C)C.Cl[C:42]([O:44][CH2:45][C:46]1[CH:51]=[CH:50][CH:49]=[CH:48][CH:47]=1)=[O:43]>O1CCCC1.O>[CH2:45]([O:44][C:42](=[O:43])[NH:8][C@H:9]([C:10](=[O:11])[NH2:12])[CH2:13][C:14]1[CH:15]=[CH:16][C:17]([CH:20]2[S:24](=[O:26])(=[O:25])[N:23]([C:27]([CH3:28])([CH3:30])[CH3:29])[C:22](=[O:31])[CH2:21]2)=[CH:18][CH:19]=1)[C:46]1[CH:51]=[CH:50][CH:49]=[CH:48][CH:47]=1 |f:0.1|. The reactants are FC(C(=O)O)(F)F.N[C@H](C(=O)N)CC1=CC=C(C=C1)C1CC(N(S1(=O)=O)C(C)(C)C)=O ((S)-2-amino-3-[4-(2-tert-butyl-1,1,3-trioxo-1λ6-isothiazolidin-5-yl)-phenyl]-propionamide trifluoroacetate), C(C)(C)N(C(C)C)CC (N,N-diisopropylethylamine), ClC(=O)OCC1=CC=CC=C1 (benzyl chloroformate). Reaction conditions: time 2 hour. The yield is 98.4%. Run in O (water), O1CCCC1 (tetrahydrofuran). Reported procedure: A solution of (S)-2-amino-3-[4-(2-tert-butyl-1,1,3-trioxo-1λ6-isothiazolidin-5-yl)-phenyl]-propionamide trifluoroacetate (600 mg, 1.5 mmol) and N,N-diisopropylethylamine (540 μL, 3.1 mmol) in tetrahydrofuran (7.6 mL) was cooled to 0° C. and treated with benzyl chloroformate (250 μL, 1.7 mmol). The reaction mixture was stirred for 2 h, diluted with water (20 mL), and extracted with ethyl acetate (60 mL). The organic layer was dried with Na2SO4, filtered, and concentrated to give a solid which was... Yields the product C(C1=CC=CC=C1)OC(N[C@@H](CC1=CC=C(C=C1)C1CC(N(S1(=O)=O)C(C)(C)C)=O)C(N)=O)=O ({(S)-2-[4-(2-tert-Butyl-1,1,3-trioxo-1λ6-isothiazolidin-5-yl)-phenyl]-1-carbamoyl-ethyl}-carbamic acid benzyl ester). Reaction SMILES: [OH:1][CH2:2][C:3]([C@H:5]([C@@H:7]([C@H:9]([CH2:11][OH:12])[OH:10])[OH:8])[OH:6])=[O:4].C([O-])([O-])=O.[Ca+2]>OCC(CO)O>[OH:6][C:5]1[C@@H:7]([C@@H:9]([OH:10])[CH2:11][OH:12])[O:8][C:2](=[O:1])[C:3]=1[OH:4] |f:1.2|. The solvent is OCC(O)CO (glycerol). Starting materials: OCC(=O)[C@@H](O)[C@H](O)[C@@H](O)CO (L-sorbose), MgSO4.7H2O, C(=O)([O-])[O-].[Ca+2] (CaCO3). The product is OC=1[C@H](OC(C1O)=O)[C@H](CO)O (vitamin C). Procedure: 3 ml of the seed culture were transferred into 500 ml Erlenmeyer flasks containing 50 ml of the production medium containing 8.0% L-sorbose, 5.0% baker's yeast, 0.05% glycerol, 0.25% MgSO4.7H2O, 3.0% corn steep liquor, 1.5% CaCO3 and 0.15% antifoam. The cultivation was carried out at 30° C. with 180 rpm for 20 h on a rotary shaker. As a result, 407.1 mg/L of vitamin C was produced. Reaction conditions: time 20 hour.